This data is from the Open Reaction Database (ORD), a public repository of structured organic reaction records. The task is: describe an organic reaction: reactants, conditions, products, and yield Starting materials: BrC=1C=C(C=NC1)C=O (5-bromo-pyridine-3-carbaldehyde), N1CCOCC1 (morpholine). Product: BrC=1C=C(C=NC1)CN1CCOCC1 (4-(5-Bromo-pyridin-3-ylmethyl)-morpholine). Isolated yield 61.0%. As a reaction SMILES: [Br:1][C:2]1[CH:3]=[C:4]([CH:8]=O)[CH:5]=[N:6][CH:7]=1.[NH:10]1[CH2:15][CH2:14][O:13][CH2:12][CH2:11]1>>[Br:1][C:2]1[CH:3]=[C:4]([CH2:8][N:10]2[CH2:15][CH2:14][O:13][CH2:12][CH2:11]2)[CH:5]=[N:6][CH:7]=1. Procedure details: The title compound was prepared in a similar way as described in Example 18, Step C, using 5-bromo-pyridine-3-carbaldehyde and morpholine. The crude compound was purified (SiO2: 0-3% 2 M NH3 in MeOH/DCM) to provide the title compound (61%). The reactants are NC1=NC(=C(C=C1C(=O)O)C1=CC=C(C=C1)Cl)Cl (2-Amino-6-chloro-5-(4-chlorophenyl)-3-pyridinecarboxylic acid), OS(=O)(=O)O (H2SO4), [OH-].[Na+] (NaOH). The solvent is O (water). The product is ClC1=C(C=CC(=N1)N)C1=CC=C(C=C1)Cl (6-CHLORO-5-(4-CHLOROPHENYL)-2-PYRIDYLAMINE). Isolated yield 7.9%. Reaction SMILES: [NH2:1][C:2]1[C:7](C(O)=O)=[CH:6][C:5]([C:11]2[CH:16]=[CH:15][C:14]([Cl:17])=[CH:13][CH:12]=2)=[C:4]([Cl:18])[N:3]=1.OS(O)(=O)=O.[OH-].[Na+]>O>[Cl:18][C:4]1[N:3]=[C:2]([NH2:1])[CH:7]=[CH:6][C:5]=1[C:11]1[CH:16]=[CH:15][C:14]([Cl:17])=[CH:13][CH:12]=1 |f:2.3|. Procedure: 2-Amino-6-chloro-5-(4-chlorophenyl)-3-pyridinecarboxylic acid (9 grams), 300 ml H2SO4, and 90 ml water were heated in an oil bath at 220°-230° C. for 1 hour. The reaction mixture was diluted to 2 liters, cooled, and neutralized with 50% NaOH. A gum-like solid formed which was only partially removed by filtration. The filtrate was then extracted four times with 800-1000 ml portions of CH2Cl2 taking care not to remove any of gum-like solid. The combined CH2Cl2 layers were dried over MgSO4. The fil... Starting materials: N1(CCCCC1)CCN1C2=C(SCC1)C=C(C=C2)NC(=N)C=2SC=CC2 (N-(4-(2-(piperidin-1-yl)ethyl)-3,4-dihydro-2H-benzo[b][1,4]thiazin-7-yl)thiophene-2-carboximidamide), Cl (hydrochloric acid). The solvent is CO (methanol). Reaction conditions: time 0.5 hour. Yields the product Cl.Cl.N1(CCCCC1)CCN1C2=C(SCC1)C=C(C=C2)NC(=N)C=2SC=CC2 (N-(4-(2-(Piperidin-1-yl)ethyl)-3,4-dihydro-2H-benzo[b][1,4]thiazin-7-yl)thiophene-2-carboximidamide dihydrochloride). Isolated yield 99.3%. Reaction SMILES: [N:1]1([CH2:7][CH2:8][N:9]2[CH2:14][CH2:13][S:12][C:11]3[CH:15]=[C:16]([NH:19][C:20]([C:22]4[S:23][CH:24]=[CH:25][CH:26]=4)=[NH:21])[CH:17]=[CH:18][C:10]2=3)[CH2:6][CH2:5][CH2:4][CH2:3][CH2:2]1.[ClH:27]>CO>[ClH:27].[ClH:27].[N:1]1([CH2:7][CH2:8][N:9]2[CH2:14][CH2:13][S:12][C:11]3[CH:15]=[C:16]([NH:19][C:20]([C:22]4[S:23][CH:24]=[CH:25][CH:26]=4)=[NH:21])[CH:17]=[CH:18][C:10]2=3)[CH2:6][CH2:5][CH2:4][CH2:3][CH2:2]1 |f:3.4.5|. Procedure: A solution of N-(4-(2-(piperidin-1-yl)ethyl)-3,4-dihydro-2H-benzo[b][1,4]thiazin-7-yl)thiophene-2-carboximidamide (0.288 g, 0.745 mmol) in anhydrous methanol (8 mL) was treated with hydrochloric acid (1M in ether; 3.72 mL, 3.72 mmol). The reaction was stirred at room temperature for 0.5 hours and then concentrated to give an orange solid (0.34 g, 99%). 1H-NMR (DMSO-d6) δ 11.21 (brs, 1H), 11.16 (brs, 1H), 9.67 (brs, 1H), 8.69 (brs, 1H), 8.15 (brd, J=4.8 Hz, 1H), 8.11 (brd, J=3.0 Hz, 1H), 7.38-7.3...